This data is from the Open Reaction Database (ORD), a public repository of structured organic reaction records. The task is: describe an organic reaction: reactants, conditions, products, and yield Reactants: COC(=O)C1CCC(c2nc(Br)c3c(N)nccn23)CC1, COCCOC, [F-], [K+], OB(O)c1ccc(Oc2ccccc2)cc1, O, O, O, c1ccc(P(c2ccccc2)(c2ccccc2)[Pd](P(c2ccccc2)(c2ccccc2)c2ccccc2)(P(c2ccccc2)(c2ccccc2)c2ccccc2)P(c2ccccc2)(c2ccccc2)c2ccccc2)cc1. Product: COC(=O)C1CCC(c2nc(-c3ccc(Oc4ccccc4)cc3)c3c(N)nccn23)CC1. Reaction SMILES: [CH3:1][O:2][C:3](=[O:4])[CH:5]1[CH2:6][CH2:7][CH:8]([c:11]2[n:12][c:13]([Br:21])[c:14]3[n:15]2[cH:16][cH:17][n:18][c:19]3[NH2:20])[CH2:9][CH2:10]1.[CH3:42][O:43][CH2:44][CH2:45][O:46][CH3:47].[F-:40].[K+:41].[O:22]([c:23]1[cH:24][cH:25][cH:26][cH:27][cH:28]1)[c:29]1[cH:30][cH:31][c:32]([B:35]([OH:36])[OH:37])[cH:33][cH:34]1.[OH2:38].[OH2:39].[OH2:48].[cH:49]1[cH:50][cH:51][c:52]([P:53]([Pd:54]([P:55]([c:56]2[cH:57][cH:58][cH:59][cH:60][cH:61]2)([c:62]2[cH:63][cH:64][cH:65][cH:66][cH:67]2)[c:68]2[cH:69][cH:70][cH:71][cH:72][cH:73]2)([P:74]([c:75]2[cH:76][cH:77][cH:78][cH:79][cH:80]2)([c:81]2[cH:82][cH:83][cH:84][cH:85][cH:86]2)[c:87]2[cH:88][cH:89][cH:90][cH:91][cH:92]2)[P:93]([c:94]2[cH:95][cH:96][cH:97][cH:98][cH:99]2)([c:100]2[cH:101][cH:102][cH:103][cH:104][cH:105]2)[c:106]2[cH:107][cH:108][cH:109][cH:110][cH:111]2)([c:112]2[cH:113][cH:114][cH:115][cH:116][cH:117]2)[c:118]2[cH:119][cH:120][cH:121][cH:122][cH:123]2)[cH:124][cH:125]1>>[CH3:1][O:2][C:3](=[O:4])[CH:5]1[CH2:6][CH2:7][CH:8]([c:11]2[n:12][c:13](-[c:32]3[cH:31][cH:30][c:29]([O:22][c:23]4[cH:24][cH:25][cH:26][cH:27][cH:28]4)[cH:34][cH:33]3)[c:14]3[n:15]2[cH:16][cH:17][n:18][c:19]3[NH2:20])[CH2:9][CH2:10]1. Reactants: c1ccc(COCC2CNCCN2Cc2ccccc2)cc1, CC(Cl)OC(=O)Cl, ClCCCl. Yields the product c1ccc(COCC2CNCCN2)cc1. Reaction SMILES: [CH2:1]([c:2]1[cH:3][cH:4][cH:5][cH:6][cH:7]1)[N:8]1[CH:9]([CH2:14][O:15][CH2:16][c:17]2[cH:18][cH:19][cH:20][cH:21][cH:22]2)[CH2:10][NH:11][CH2:12][CH2:13]1.[Cl:23][C:24]([O:25][CH:26]([Cl:27])[CH3:28])=[O:29].[Cl:30][CH2:31][CH2:32][Cl:33]>>[NH:8]1[CH:9]([CH2:14][O:15][CH2:16][c:17]2[cH:18][cH:19][cH:20][cH:21][cH:22]2)[CH2:10][NH:11][CH2:12][CH2:13]1. Reactants: C(C)(C)(C)OC(=O)N1C(CCC1)C=C (2-Vinyl-pyrrolidine-1-carboxylic acid tert-butyl ester), CCOC(=O)C (EtOAc), [N+](=O)([O-])C1=CC=C(CBr)C=C1 (4-nitrobenzylbromide), C(=O)([O-])[O-].[K+].[K+] (K2CO3). Run in C(Cl)Cl (CH2Cl2), C(=O)(C(F)(F)F)O (TFA), O (H2O). Yields the product [N+](=O)([O-])C1=CC=C(CN2C(CCC2)C=C)C=C1 (1-(4-Nitro-benzyl)-2-vinyl-pyrrolidine). Yield: 85.0%. RXN SMILES: C(O[C:6]([N:8]1[CH2:12][CH2:11][CH2:10][CH:9]1[CH:13]=[CH2:14])=O)(C)(C)C.[N+:15]([C:18]1[CH:25]=[CH:24][C:21](CBr)=[CH:20][CH:19]=1)([O-:17])=[O:16].C([O-])([O-])=O.[K+].[K+].CCOC(C)=O>C(Cl)Cl.C(O)(C(F)(F)F)=O.O>[N+:15]([C:18]1[CH:25]=[CH:24][C:21]([CH2:6][N:8]2[CH2:12][CH2:11][CH2:10][CH:9]2[CH:13]=[CH2:14])=[CH:20][CH:19]=1)([O-:17])=[O:16] |f:2.3.4|. Reported procedure: 2-Vinyl-pyrrolidine-1-carboxylic acid tert-butyl ester (300 mg, 1.52 mmol) is dissolved in CH2Cl2 (4 mL) to which TFA (0.55 mL) is added dropwisely. The resulting mixture is stirred until TLC showed no starting material. All the volatiles were removed under vacuum. CH3CN (5 mL) is added followed by 4-nitrobenzylbromide (400 mg, 1.85 mmol) and K2CO3 (1 g, 7.2 mmol). The mixture is stirred until TLC suggested no starting material left. EtOAc and H2O were added and the EtOAc layer is washed with br... Starting materials: CSc1cc(C)c(O[Si](C(C)C)(C(C)C)C(C)C)c(C)c1, O=C1CCC(=O)N1Cl, ClC(Cl)(Cl)Cl. Yields the product Cc1cc(SCCl)cc(C)c1O[Si](C(C)C)(C(C)C)C(C)C. RXN SMILES: [CH3:1][c:2]1[c:3]([O:4][Si:5]([CH:6]([CH3:7])[CH3:8])([CH:9]([CH3:10])[CH3:11])[CH:12]([CH3:13])[CH3:14])[c:15]([CH3:21])[cH:16][c:17]([S:19][CH3:20])[cH:18]1.[Cl:22][N:23]1[C:24](=[O:25])[CH2:26][CH2:27][C:28]1=[O:29].[Cl:30][C:31]([Cl:32])([Cl:33])[Cl:34]>>[CH3:1][c:2]1[c:3]([O:4][Si:5]([CH:6]([CH3:7])[CH3:8])([CH:9]([CH3:10])[CH3:11])[CH:12]([CH3:13])[CH3:14])[c:15]([CH3:21])[cH:16][c:17]([S:19][CH2:20][Cl:22])[cH:18]1.